From a dataset of the Open Reaction Database (ORD), a public repository of structured organic reaction records. describe an organic reaction: reactants, conditions, products, and yield Reactants: CC(=O)c1ccn(C)c1 (effective_coupling_partner), CC(C)(C)C(=O)Oc1cccc2ccccc12 (substrate). Reagents/catalysts: dcypt. Run at temperature 150 celsius, time 24 hour. Yields the product Cn3ccc(C(=O)Cc1cccc2ccccc12)c3. Reactants: O (Water), FC=1C(=C(C(=O)OC)C=CC1)S(=O)(=O)C (methyl 3-fluoro-2-methylsulphonylbenzoate), C([O-])([O-])=O.[K+].[K+] (potassium carbonate), C1(=CC=CC=C1)S (thiophenol). Solvent: C(C)(=O)OCC (ethyl acetate), CN(C=O)C (N,N-dimethylformamide). Conditions: temperature 25 celsius, time 6 hour. Product: CS(=O)(=O)C1=C(C(=O)OC)C=CC=C1SC1=CC=CC=C1 (methyl 2-methylsulphonyl-3-phenylsulphenylbenzoate). Isolated yield 46.3%. Reaction SMILES: F[C:2]1[C:3]([S:12]([CH3:15])(=[O:14])=[O:13])=[C:4]([CH:9]=[CH:10][CH:11]=1)[C:5]([O:7][CH3:8])=[O:6].C(=O)([O-])[O-].[K+].[K+].[C:22]1([SH:28])[CH:27]=[CH:26][CH:25]=[CH:24][CH:23]=1.O>CN(C)C=O.C(OCC)(=O)C>[CH3:15][S:12]([C:3]1[C:2]([S:28][C:22]2[CH:27]=[CH:26][CH:25]=[CH:24][CH:23]=2)=[CH:11][CH:10]=[CH:9][C:4]=1[C:5]([O:7][CH3:8])=[O:6])(=[O:14])=[O:13] |f:1.2.3|. Procedure details: A mixture of methyl 3-fluoro-2-methylsulphonylbenzoate (10.9 g), potassium carbonate (7.8 g) and thiophenol (5.4 g) in N,N-dimethylformamide was stirred at 25° C. for six hours. Water and ethyl acetate were added and the resulting solid collected by filtration and combined with the solid obtained from washing the organic phase of the flitrate with brine, drying over magnesium sulphate, filtering and evaporating. This product was recrystallised from ethyl acetate to give 7.0 g of methyl 2-methyls... Reactants: CCN(CC)C(=O)c1ccc2c(CC(C)NCC(O)c3cccc(Cl)c3)c[nH]c2c1, C1COCCO1. The product is CC(Cc1c[nH]c2cc(C(=O)O)ccc12)NCC(O)c1cccc(Cl)c1. RXN SMILES: [CH2:1]([N:2]([CH2:3][CH3:29])[C:4](=[O:5])[c:6]1[cH:7][cH:8][c:9]2[c:10]([CH2:15][CH:16]([CH3:17])[NH:18][CH2:19][CH:20]([OH:21])[c:22]3[cH:23][c:24]([Cl:28])[cH:25][cH:26][cH:27]3)[cH:11][nH:12][c:13]2[cH:14]1)[CH3:30].[CH2:31]1[O:32][CH2:34][CH2:35][O:33][CH2:36]1>>[C:4]([OH:5])([c:6]1[cH:7][cH:8][c:9]2[c:10]([CH2:15][CH:16]([CH3:17])[NH:18][CH2:19][CH:20]([OH:21])[c:22]3[cH:23][c:24]([Cl:28])[cH:25][cH:26][cH:27]3)[cH:11][nH:12][c:13]2[cH:14]1)=[O:33]. The reactants are CCOC(=O)OCCOc1cc(OC)cc(C(Nc2ccc(C#N)cc2)c2nn(-c3ncccn3)c(=O)[nH]2)c1F, CC(=O)O, [Na+], [OH-], O. The product is COc1cc(OCCO)c(F)c(C(Nc2ccc(C#N)cc2)c2nn(-c3ncccn3)c(=O)[nH]2)c1. Reaction SMILES: [CH2:1]([O:2][C:3](=[O:4])[O:5][CH2:6][CH2:7][O:8][c:9]1[c:10]([F:39])[c:11]([CH:17]([c:18]2[n:19][n:20](-[c:24]3[n:25][cH:26][cH:27][cH:28][n:29]3)[c:21](=[O:23])[nH:22]2)[NH:30][c:31]2[cH:32][cH:33][c:34]([C:37]#[N:38])[cH:35][cH:36]2)[cH:12][c:13]([O:15][CH3:16])[cH:14]1)[CH3:40].[CH3:43][C:44](=[O:45])[OH:46].[Na+:42].[OH-:41].[OH2:47]>>[OH:5][CH2:6][CH2:7][O:8][c:9]1[c:10]([F:39])[c:11]([CH:17]([c:18]2[n:19][n:20](-[c:24]3[n:25][cH:26][cH:27][cH:28][n:29]3)[c:21](=[O:23])[nH:22]2)[NH:30][c:31]2[cH:32][cH:33][c:34]([C:37]#[N:38])[cH:35][cH:36]2)[cH:12][c:13]([O:15][CH3:16])[cH:14]1. Starting materials: CCOC(=O)CP(=O)(OCC)OCC, CN(C)C=O, O=C(c1cccc(F)c1)c1cccc(F)c1, [H-], [Na+]. Yields the product CCOC(=O)C=C(c1cccc(F)c1)c1cccc(F)c1. Reaction SMILES: [CH3:1][CH2:2][O:3][C:4](=[O:5])[CH2:6][P:7]([O:8][CH2:9][CH3:10])([O:11][CH2:12][CH3:13])=[O:14].[CH:33]([N:34]([CH3:35])[CH3:36])=[O:37].[F:17][c:18]1[cH:19][c:20]([C:21](=[O:22])[c:23]2[cH:24][c:25]([F:29])[cH:26][cH:27][cH:28]2)[cH:30][cH:31][cH:32]1.[H-:15].[Na+:16]>>[CH3:1][CH2:2][O:3][C:4](=[O:5])[CH:6]=[C:21]([c:20]1[cH:19][c:18]([F:17])[cH:32][cH:31][cH:30]1)[c:23]1[cH:24][c:25]([F:29])[cH:26][cH:27][cH:28]1.